From a dataset of the Open Reaction Database (ORD), a public repository of structured organic reaction records. describe an organic reaction: reactants, conditions, products, and yield Starting materials: CC1(OC([C@H](O1)CC(=O)O)=O)C ([(4R)-2,2-dimethyl-5-oxo-1,3-dioxolan-4-yl]acetic acid), C(C)N(CC)S(F)(F)F ((diethylamino)sulfur trifluoride). Solvent: C(Cl)Cl (CH2Cl2), C(Cl)Cl (CH2Cl2). Run at temperature 0 celsius, time 1 hour. Product: CC1(OC([C@H](O1)CC(=O)F)=O)C ([(4R)-2,2-Dimethyl-5-oxo-1,3-dioxolan-4-yl]acetyl fluoride). Reaction SMILES: [CH3:1][C:2]1([CH3:12])[O:6][C@H:5]([CH2:7][C:8](O)=[O:9])[C:4](=[O:11])[O:3]1.C(N(S(F)(F)[F:19])CC)C>C(Cl)Cl>[CH3:1][C:2]1([CH3:12])[O:6][C@H:5]([CH2:7][C:8]([F:19])=[O:9])[C:4](=[O:11])[O:3]1. Procedure details: To a suspension of [(4R)-2,2-dimethyl-5-oxo-1,3-dioxolan-4-yl]acetic acid (100 mg, 0.6 mmol) in CH2Cl2 (2 mL) was added (diethylamino)sulfur trifluoride (DAST) (111 mg, 0.7 mmol) at 0° C. and the resulting solution was stirred at 0° C. for 1 h. More CH2Cl2 (10 mL) was added. The whole mixture was washed with cold water twice, dried over anhydrous Na2SO4, filtered and evaporated in vacuo to afford the title compound. 1H NMR (400 MHz, CDCl3): δ4.68-4.71 (m, 1H), 3.11-3.17 (m, 1H), 2.98-3.04 (m, 1H... Reactants: NC1CCN(CC1)C (4-amino-1-methylpiperidine), S1C(=NC2=C1C=CC=C2)C(O)C2=CC(=CC=C2)OCCCC (benzothiazol-2-yl(3-butoxyphenyl)methanol), [Na] (sodium), C(C(=O)[O-])(=O)[O-] (oxalate). The reagents and catalysts are C[C-]1C(=C(C(=C1C)C)C)C.C[C-]1C(=C(C(=C1C)C)C)C.[Cl-].[Cl-].[Cl-].[Cl-].[Ir+3].[Ir+3] (dichloro(pentamethylcyclopentadienyl)iridium(III) dimer). Solvent: C1(=CC=CC=C1)C (toluene), CC(=O)C (acetone). Reaction conditions: temperature 115 celsius. The product is C(C(=O)O)(=O)O.S1C(=NC2=C1C=CC=C2)C(C2=CC(=CC=C2)OCCCC)NC2CCN(CC2)C ([benzothiazol-2-yl(3-butoxyphenyl)methyl](1-methylpiperidin-4-yl)amine oxalate). As a reaction SMILES: [NH2:1][CH:2]1[CH2:7][CH2:6][N:5]([CH3:8])[CH2:4][CH2:3]1.[S:9]1[C:13]2[CH:14]=[CH:15][CH:16]=[CH:17][C:12]=2[N:11]=[C:10]1[CH:18]([C:20]1[CH:25]=[CH:24][CH:23]=[C:22]([O:26][CH2:27][CH2:28][CH2:29][CH3:30])[CH:21]=1)O.[Na].[C:32]([O-:37])(=[O:36])[C:33]([O-:35])=[O:34]>C1(C)C=CC=CC=1.CC(C)=O.C[C-]1C(C)=C(C)C(C)=C1C.C[C-]1C(C)=C(C)C(C)=C1C.[Cl-].[Cl-].[Cl-].[Cl-].[Ir+3].[Ir+3]>[C:32]([OH:37])(=[O:36])[C:33]([OH:35])=[O:34].[S:9]1[C:13]2[CH:14]=[CH:15][CH:16]=[CH:17][C:12]=2[N:11]=[C:10]1[CH:18]([NH:1][CH:2]1[CH2:7][CH2:6][N:5]([CH3:8])[CH2:4][CH2:3]1)[C:20]1[CH:25]=[CH:24][CH:23]=[C:22]([O:26][CH2:27][CH2:28][CH2:29][CH3:30])[CH:21]=1 |f:6.7.8.9.10.11.12.13,14.15,^1:30|. Procedure: A mixture of 4-amino-1-methylpiperidine (0.23 g), benzothiazol-2-yl(3-butoxyphenyl)methanol (0.63 g), sodium hydrogenocarbonate (2 mg) and dichloro(pentamethylcyclopentadienyl)iridium(III) dimer (8 mg) in toluene (3 mL) is heated in an autoclave at 110-120° C. for 66 hours. The mixture is purified by chromatography over silica gel (eluant dichloromethane/methanol: 98/2) to give the crude base, which is transformed to the oxalate in acetone to give [benzothiazol-2-yl(3-butoxyphenyl)methyl](1-meth... Starting materials: BrCC(=O)OC (methyl bromoacetate), BrCC(=O)OC (methyl bromoacetate), crude material, C(C)(=O)N1CCNCC1 (1-acetyl piperazine), C([O-])([O-])=O.[K+].[K+] (potassium carbonate), NN (hydrazine), solution. Solvent: C(C)O (ethanol). Run at temperature 85 celsius, time 1 day. The product is C(C)(=O)N1CCN(CC1)CC(=O)NN (2-(4-Acetylpiperazinyl)-N-aminoacetamide). Yield: 80.0%. Reaction SMILES: Br[CH2:2][C:3]([O:5]C)=O.[C:7]([N:10]1[CH2:15][CH2:14][NH:13][CH2:12][CH2:11]1)(=[O:9])[CH3:8].C(=O)([O-])[O-].[K+].[K+].[NH2:22][NH2:23]>C(O)C>[C:7]([N:10]1[CH2:15][CH2:14][N:13]([CH2:2][C:3]([NH:22][NH2:23])=[O:5])[CH2:12][CH2:11]1)(=[O:9])[CH3:8] |f:2.3.4|. Procedure details: The procedure described for Example 283 A was followed using methyl bromoacetate (1.5 g, 0.01 mol), 1-acetyl piperazine (1.4 g, 0.011 mol), and potassium carbonate (1.52 g, 0.011 mol). After one day, an additional 0.3 equivalent of methyl bromoacetate was added to the reaction. The crude material was taken up in approximately 2 mL of ethanol and hydrazine was added to the solution (0.25 mL, 0.008 mol). This was heated in a sealed tube at 85° C. for 4 hours. The solvent was removed to yield the t... Starting materials: C(=O)([O-])[O-].[K+].[K+] (K2CO3), solution, O1C(=CC=C1)CNC(C1=C(C=CC(=C1)[N+](=O)[O-])F)=O (N-(2-furanylmethyl) 2-fluoro-5-nitrobenzamide), ClC=1C=C(C=NC1)O (5-chloro-3-pyridinol). Solvent: solution, Cl (hydrochloric acid), CS(=O)C (DMSO). Reaction conditions: time 1 hour. Yields the product O1C(=CC=C1)CNC(C1=C(C=CC(=C1)[N+](=O)[O-])OC=1C=C(C=NC1)Cl)=O (N-(2-furanylmethyl) 5-nitro-2-(3-chloro-5-pyridyloxy)benzamide). Yield: 99.0%. Reaction SMILES: [O:1]1[CH:5]=[CH:4][CH:3]=[C:2]1[CH2:6][NH:7][C:8](=[O:19])[C:9]1[CH:14]=[C:13]([N+:15]([O-:17])=[O:16])[CH:12]=[CH:11][C:10]=1F.[Cl:20][C:21]1[CH:22]=[C:23]([OH:27])[CH:24]=[N:25][CH:26]=1.C([O-])([O-])=O.[K+].[K+]>CS(C)=O.Cl>[O:1]1[CH:5]=[CH:4][CH:3]=[C:2]1[CH2:6][NH:7][C:8](=[O:19])[C:9]1[CH:14]=[C:13]([N+:15]([O-:17])=[O:16])[CH:12]=[CH:11][C:10]=1[O:27][C:23]1[CH:22]=[C:21]([Cl:20])[CH:26]=[N:25][CH:24]=1 |f:2.3.4|. Procedure: To a 0.08M solution of N-(2-furanylmethyl) 2-fluoro-5-nitrobenzamide (2.64 g, 10 mmol, from Example 35.1) in anhydrous DMSO was added 5-chloro-3-pyridinol (1.36 g, 10.5 mmol, Acros) followed by K2CO3 (1.38 g, 10 mmol). The resulting mixture was stirred at ambient temperature for 1 hr. The crude reaction mixture was diluted with a 1M solution of aqueous hydrochloric acid (125 mL) and extracted 3× with EtOAc (125 mL). The organic layers were combined and washed twice with brine (200 mL), dried ove... Starting materials: CC(C)(C)c1csc(-c2cc3cc(Cn4cc(C#N)c5cc(CCl)ccc54)ccc3o2)n1, CC(C)=O, [I-], [K+]. The product is CC(C)(C)c1csc(-c2cc3cc(Cn4cc(C#N)c5cc(CI)ccc54)ccc3o2)n1. RXN SMILES: [C:1]([CH3:2])([CH3:3])([CH3:4])[c:5]1[n:6][c:7](-[c:10]2[o:11][c:12]3[c:13]([cH:14]2)[cH:15][c:16]([CH2:19][n:20]2[cH:21][c:22]([C:31]#[N:32])[c:23]4[cH:24][c:25]([CH2:29][Cl:30])[cH:26][cH:27][c:28]24)[cH:17][cH:18]3)[s:8][cH:9]1.[CH3:35][C:36](=[O:37])[CH3:38].[I-:34].[K+:33]>>[C:1]([CH3:2])([CH3:3])([CH3:4])[c:5]1[n:6][c:7](-[c:10]2[o:11][c:12]3[c:13]([cH:14]2)[cH:15][c:16]([CH2:19][n:20]2[cH:21][c:22]([C:31]#[N:32])[c:23]4[cH:24][c:25]([CH2:29][I:34])[cH:26][cH:27][c:28]24)[cH:17][cH:18]3)[s:8][cH:9]1. Reactants: solution, C(CCC)[Li] (n-butyllithium), CCCCCC (hexane), C(C)N1C[C@@H]2CCC(C[C@]2(CC1)C1=CC(=CC=C1)OC)=O ((±)-trans-1,2,3,4,4a,5,6,7,8,8a-decahydro-2-ethyl-4a-(3-methoxyphenyl)-6-isoquinolinone). Reagents/catalysts: [Cl-].C(C1=CC=CC=C1)[P+](C1=CC=CC=C1)(C1=CC=CC=C1)C1=CC=CC=C1 (benzyltriphenylphosphonium chloride). Run in C1CCOC1 (THF), C1CCOC1 (THF). Conditions: time 1 hour. The product is [NH4+].[OH-] (NH4OH), C(C1=CC=CC=C1)=C1C[C@]2(CCN(C[C@@H]2CC1)CC)C1=CC(=CC=C1)OC ((±)-trans-6-Benzylidene-1,2,3,4,4a,5,6,7,8,8a-decahydro-2-ethyl-4a-(3-methoxyphenyl)isoquinoline). Reaction SMILES: [CH2:1]([Li])[CH2:2][CH2:3][CH3:4].[CH2:6]([N:8]1[CH2:17][CH2:16][C@@:15]2([C:18]3[CH:23]=[CH:22][CH:21]=[C:20]([O:24][CH3:25])[CH:19]=3)[C@@H:10]([CH2:11][CH2:12][C:13](=O)[CH2:14]2)[CH2:9]1)[CH3:7].[CH3:27][CH2:28][CH2:29]CCC>[Cl-].C([P+](C1C=CC=CC=1)(C1C=CC=CC=1)C1C=CC=CC=1)C1C=CC=CC=1.C1COCC1>[NH4+:8].[OH-:24].[CH:1](=[C:13]1[CH2:12][CH2:11][C@@H:10]2[C@:15]([C:18]3[CH:23]=[CH:22][CH:21]=[C:20]([O:24][CH3:25])[CH:19]=3)([CH2:16][CH2:17][N:8]([CH2:6][CH3:7])[CH2:9]2)[CH2:14]1)[C:2]1[CH:29]=[CH:28][CH:27]=[CH:4][CH:3]=1 |f:3.4,6.7|. Reported procedure: 9.9 ml (13.9 mmol) of a 1.4 M solution of n-butyllithium in hexane were added dropwise, under a nitrogen atmosphere and at room temperature, to a suspension of 5.4 g (13.9 mmol) of benzyltriphenylphosphonium chloride in 30 ml of dry THF. The reaction mixture was stirred for 1 h, then a solution of 1 g (3.5 mmol) of (±)-trans-1,2,3,4,4a,5,6,7,8,8a-decahydro-2-ethyl-4a-(3-methoxyphenyl)-6-isoquinolinone in 10 ml of dry THF was added. The reaction mixture was refluxed 4 h, then cooled and poured on... Starting materials: CC1=C(C=CC=C1)N1N=C2C(=CN(C=3C=CC=CC23)CC2=CC=C(C=C2)[N+](=O)[O-])C1=O (2-(2-Methylphenyl)-5-(4-nitrobenzyl)-2,5-dihydro-3H-pyrazolo[4,3-c]quinolin-3-one). Solvent: CO (methanol). Conditions: time 6 hour. Yields the product NC1=CC=C(CN2C=C3C(C=4C=CC=CC24)=NN(C3=O)C3=C(C=CC=C3)C)C=C1 (5-(4-Aminobenzyl)-2-(2-methylphenyl)-2,5-dihydro-3H-pyrazolo[4,3-c]quinolin-3-one). As a reaction SMILES: [CH3:1][C:2]1[CH:7]=[CH:6][CH:5]=[CH:4][C:3]=1[N:8]1[C:30](=[O:31])[C:11]2=[CH:12][N:13]([CH2:20][C:21]3[CH:26]=[CH:25][C:24]([N+:27]([O-])=O)=[CH:23][CH:22]=3)[C:14]3[CH:15]=[CH:16][CH:17]=[CH:18][C:19]=3[C:10]2=[N:9]1>CO>[NH2:27][C:24]1[CH:23]=[CH:22][C:21]([CH2:20][N:13]2[C:14]3[CH:15]=[CH:16][CH:17]=[CH:18][C:19]=3[C:10]3=[N:9][N:8]([C:3]4[CH:4]=[CH:5][CH:6]=[CH:7][C:2]=4[CH3:1])[C:30](=[O:31])[C:11]3=[CH:12]2)=[CH:26][CH:25]=1. Procedure: 2-(2-Methylphenyl)-5-(4-nitrobenzyl)-2,5-dihydro-3H-pyrazolo[4,3-c]quinolin-3-one (Example 755, 50 mg, 0.12 mmol) was suspended in methanol (5 mL) and the mixture was sparged under an atmosphere of nitrogen. The mixture was treated with Raney Ni (˜20 mg, spatula tip) and sparged under an atmosphere of hydrogen (1 atm). The mixture was, stirred vigorously for 6 hours at ambient temperature, sparged under an atmosphere of nitrogen, filtered and the filtrate was concentrated in vacuo. The residue w... The reactants are ClC=1N=C(C2=C(N1)CCN(C2)C2=CC(=NN2C)C2CC2)Cl (2,4-dichloro-6-(3-cyclopropyl-1-methyl-1H-pyrazol-5-yl)-5,6,7,8-tetrahydropyrido[4,3-d]pyrimidine), C[C@H]1NCCOC1 ((R)-3-methylmorpholine), CCN(C(C)C)C(C)C (DIPEA), O (Water). Solvent: CC(=O)N(C)C (DMA). Run at temperature 110 celsius. Product: ClC=1N=C(C2=C(N1)CCN(C2)C2=CC(=NN2CC)C2CC2)N2[C@@H](COCC2)C ((R)-4-(2-chloro-6-(3-cyclopropyl-1-ethyl-1H-pyrazol-5-yl)-5,6,7,8-tetrahydropyrido[4,3-d]pyrimidin-4-yl)-3-methylmorpholine). Reaction SMILES: [Cl:1][C:2]1[N:3]=[C:4](Cl)[C:5]2[CH2:11][N:10]([C:12]3[N:16]([CH3:17])[N:15]=[C:14]([CH:18]4[CH2:20][CH2:19]4)[CH:13]=3)[CH2:9][CH2:8][C:6]=2[N:7]=1.[CH3:22][C@@H:23]1[CH2:28][O:27][CH2:26][CH2:25][NH:24]1.[CH3:29]CN(C(C)C)C(C)C.O>CC(N(C)C)=O>[Cl:1][C:2]1[N:3]=[C:4]([N:24]2[CH2:25][CH2:26][O:27][CH2:28][C@H:23]2[CH3:22])[C:5]2[CH2:11][N:10]([C:12]3[N:16]([CH2:17][CH3:29])[N:15]=[C:14]([CH:18]4[CH2:20][CH2:19]4)[CH:13]=3)[CH2:9][CH2:8][C:6]=2[N:7]=1. Reported procedure: To a solution of 2,4-dichloro-6-(3-cyclopropyl-1-methyl-1H-pyrazol-5-yl)-5,6,7,8-tetrahydropyrido[4,3-d]pyrimidine (0.110 g, 0.325 mmol) in DMA (2.2 mL) was added (R)-3-methylmorpholine (49.3 mg, 0.488 mmol) and DIPEA (284 μL, 1.63 mmol). The mixture was heated at 110° C. for 2 h. Water was added and the aqueous phase was extracted with EtOAc (3×). The organic phases were combined, washed with brine (3×), dried with sodium sulfate, filtered and concentrated under reduce pressure. Purification by... Reactants: NC1CN(CC1)C1=C(C=C2C(C(=CN(C2=N1)C=C)C(=O)O)=O)F (7-(3-amino-1-pyrrolidinyl)-6-fluoro-1,4-dihydro-4-oxo-1-vinyl-1,8-naphthyridine-3-carboxylic acid), N[C@@H](CC(=O)O)C(=O)O (L-aspartic acid). Solvent: O (water). Yields the product N[C@@H](CC(=O)[O-])C(=O)[O-] (L-aspartate), mono-hydrate, NC1CN(CC1)C1=C(C=C2C(C(=CN(C2=N1)C=C)C(=O)O)=O)F (7-(3-amino-1-pyrrolidinyl)-6-fluoro-1,4-dihydro-4-oxo-1-vinyl-1,8-naphthyridine-3-carboxylic acid). RXN SMILES: [NH2:1][CH:2]1[CH2:6][CH2:5][N:4]([C:7]2[N:16]=[C:15]3[C:10]([C:11](=[O:22])[C:12]([C:19]([OH:21])=[O:20])=[CH:13][N:14]3[CH:17]=[CH2:18])=[CH:9][C:8]=2[F:23])[CH2:3]1.[NH2:24][C@H:25]([C:30]([OH:32])=[O:31])[CH2:26][C:27]([OH:29])=[O:28]>O>[NH2:24][C@H:25]([C:30]([O-:32])=[O:31])[CH2:26][C:27]([O-:29])=[O:28].[NH2:1][CH:2]1[CH2:6][CH2:5][N:4]([C:7]2[N:16]=[C:15]3[C:10]([C:11](=[O:22])[C:12]([C:19]([OH:21])=[O:20])=[CH:13][N:14]3[CH:17]=[CH2:18])=[CH:9][C:8]=2[F:23])[CH2:3]1. Procedure details: An equimolar mixture of the compound 1 and L-aspartic acid was treated in water in a similar manner to give L-aspartate (as a mono-hydrate) of the compound 1, m.p. 235°-240° C. with decomposition. The reactants are [O-2].[La+3].[O-2].[O-2].[La+3] (lanthanum oxide), [N+](=O)(O)[O-] (nitric acid), nitrates, C(C(=O)O)(=O)O (oxalic acid). Solvent: O (water), O (water). Yields the product C(C(=O)[O-])(=O)[O-].[La+3].C(C(=O)[O-])(=O)[O-].C(C(=O)[O-])(=O)[O-].[La+3] (lanthanum oxalate). The yield is 193.3%. RXN SMILES: [O-2].[La+3:2].[O-2].[O-2].[La+3].[N+]([O-])(O)=O.[C:10]([OH:15])(=[O:14])[C:11]([OH:13])=[O:12]>O>[C:10]([O-:15])(=[O:14])[C:11]([O-:13])=[O:12].[La+3:2].[C:10]([O-:15])(=[O:14])[C:11]([O-:13])=[O:12].[C:10]([O-:15])(=[O:14])[C:11]([O-:13])=[O:12].[La+3:2] |f:0.1.2.3.4,8.9.10.11.12|. Procedure details: 50 g (0.15 mol) of untreated lanthanum oxide (Fluka) were converted to the nitrates by adding 68.39 ml of concentrated nitric acid and 1.5 1 of demineralized water. During this, the solution was stirred and gently heated in order to speed up the dissolution process. After cooling the solution to room temperature, 84.27 g (0.67 mol, 1.5 equiv.) of oxalic acid, dissolved in 500 ml of demineralized water, were added with stirring and lanthanum oxalate was precipitated out. Decantation and filtratio...